This data is from the Open Reaction Database (ORD), a public repository of structured organic reaction records. The task is: describe an organic reaction: reactants, conditions, products, and yield Reactants: OCC1CC=2C(=C3C=CC(NC3=C(C2)C)=O)O1 (2-hydroxymethyl-5-methyl-2,3,6,7-tetrahydrofuro[2,3-f]quinoline-7-one), C(C)(=O)OC(C)=O (acetic anhydride). Run in N1=CC=CC=C1 (pyridine). Run at time 1 hour. Yields the product C(C)(=O)OCC1CC=2C(=C3C=CC(NC3=C(C2)C)=O)O1 (2-Acetoxymethyl-5-methyl-2,3,6,7-tetrahydrofuro-[2,3-f]quinoline-7-one). The yield is 80.1%. As a reaction SMILES: [OH:1][CH2:2][CH:3]1[O:17][C:6]2=[C:7]3[C:12](=[C:13]([CH3:15])[CH:14]=[C:5]2[CH2:4]1)[NH:11][C:10](=[O:16])[CH:9]=[CH:8]3.[C:18](OC(=O)C)(=[O:20])[CH3:19]>N1C=CC=CC=1>[C:18]([O:1][CH2:2][CH:3]1[O:17][C:6]2=[C:7]3[C:12](=[C:13]([CH3:15])[CH:14]=[C:5]2[CH2:4]1)[NH:11][C:10](=[O:16])[CH:9]=[CH:8]3)(=[O:20])[CH3:19]. Procedure details: To a solution of 2-hydroxymethyl-5-methyl-2,3,6,7-tetrahydrofuro[2,3-f]quinoline-7-one (261 mg) in anhydrous pyridine (7 ml), acetic anhydride (233 mg) was added. The mixture was stirred at room temperature for 1 hour, and further stirred at 50° C. for 1 hour. After completion of the reaction, the solvent was distilled off, and the residue was dissolved in chloroform, and washed with water. After drying, the solvent was distilled off to obtain 305 mg of a crude product. The crude product was pur...